This data is from the Open Reaction Database (ORD), a public repository of structured organic reaction records. The task is: describe an organic reaction: reactants, conditions, products, and yield Reactants: C(C1=C(C=CC=C1)SSC1=C(C(=O)O)C=CC=C1)(=O)O (2,2'-dithiobisbenzoic acid), S(=O)(Cl)Cl (thionyl chloride). Conditions: temperature 30 celsius. Product: [Cl-].C1=C(C=CC=C1)SSC1=CC=CC=C1 (2,2'-Dithiobisbenzol chloride). Reaction SMILES: C(O)(=O)[C:2]1[CH:7]=[CH:6][CH:5]=[CH:4][C:3]=1[S:8][S:9][C:10]1[CH:18]=[CH:17][CH:16]=[CH:15][C:11]=1C(O)=O.S(Cl)([Cl:23])=O>>[Cl-:23].[CH:2]1[CH:7]=[CH:6][CH:5]=[CH:4][C:3]=1[S:8][S:9][C:10]1[CH:11]=[CH:15][CH:16]=[CH:17][CH:18]=1 |f:2.3|. Procedure: A mixture of 2,2'-dithiobisbenzoic acid (25 g, 81.6 mmol) in 350 mL of thionyl chloride was heated at reflux for 18 hours. The resulting solution was cooled to about 30° C. and excess thionyl chloride was removed in vacuo. The crude solid was slurried in hexane and the title compound was recovered by filtration to yield 21.2 g. This compound was used without further purification, mp 150°-151° C.; Reactants: CCOC(C)=O, CCOCC, CCOC(=O)C(F)(F)C(F)(F)F, [Na]. Product: CCOC(=O)CC(=O)C(F)(F)C(F)(F)F. As a reaction SMILES: [CH3:1][CH2:2][O:3][C:4]([CH3:5])=[O:6].[CH3:20][CH2:21][O:22][CH2:23][CH3:24].[F:8][C:9]([C:10]([C:11](=[O:12])[O:13][CH2:14][CH3:15])([F:16])[F:17])([F:18])[F:19].[Na:7]>>[CH3:1][CH2:2][O:3][C:4]([CH2:5][C:11]([C:10]([C:9]([F:8])([F:18])[F:19])([F:16])[F:17])=[O:12])=[O:6]. Starting materials: ClCCl, OCC1Cc2ccc(C(F)(F)F)cc2C1. Product: O=CC1Cc2ccc(C(F)(F)F)cc2C1. RXN SMILES: [CH2:16]([Cl:17])[Cl:18].[F:1][C:2]([c:3]1[cH:4][c:5]2[c:9]([cH:10][cH:11]1)[CH2:8][CH:7]([CH2:12][OH:13])[CH2:6]2)([F:14])[F:15]>>[F:1][C:2]([c:3]1[cH:4][c:5]2[c:9]([cH:10][cH:11]1)[CH2:8][CH:7]([CH:12]=[O:13])[CH2:6]2)([F:14])[F:15]. The reactants are ClC1=CC=C(C=C1)C(C(=O)O)C1=CC=C(C=C1)Cl (Bis-(4-chloro-phenyl)-acetic acid), CNC (dimethylamine). The product is ClC1=CC=C(C=C1)C(C(=O)N(C)C)C1=CC=C(C=C1)Cl (2,2-Bis-(4-chloro-phenyl)-N,N-dimethyl-acetamide). Reaction SMILES: [Cl:1][C:2]1[CH:7]=[CH:6][C:5]([CH:8]([C:12]2[CH:17]=[CH:16][C:15]([Cl:18])=[CH:14][CH:13]=2)[C:9](O)=[O:10])=[CH:4][CH:3]=1.[CH3:19][NH:20][CH3:21]>>[Cl:1][C:2]1[CH:7]=[CH:6][C:5]([CH:8]([C:12]2[CH:17]=[CH:16][C:15]([Cl:18])=[CH:14][CH:13]=2)[C:9]([N:20]([CH3:21])[CH3:19])=[O:10])=[CH:4][CH:3]=1. Reported procedure: Bis-(4-chloro-phenyl)-acetic acid was reacted with dimethylamine following the procedure set out in Example 8D to give the title compound. LC/MS: (PS-A2) Rt 3.40 [M+H]+ 309.95. Starting materials: O=Cc1ccc(C2CN(Cc3ccccc3)CCN2Cc2ccccc2)cc1, CCO, Cl, NO, [Na+], [OH-]. Yields the product N#Cc1ccc(C2CN(Cc3ccccc3)CCN2Cc2ccccc2)cc1. RXN SMILES: [CH2:4]([c:5]1[cH:6][cH:7][cH:8][cH:9][cH:10]1)[N:11]1[CH:12]([c:24]2[cH:25][cH:26][c:27]([CH:28]=[O:29])[cH:30][cH:31]2)[CH2:13][N:14]([CH2:17][c:18]2[cH:19][cH:20][cH:21][cH:22][cH:23]2)[CH2:15][CH2:16]1.[CH3:34][CH2:35][OH:36].[ClH:1].[NH2:2][OH:3].[Na+:33].[OH-:32]>>[N:2]#[C:28][c:27]1[cH:26][cH:25][c:24]([CH:12]2[N:11]([CH2:4][c:5]3[cH:6][cH:7][cH:8][cH:9][cH:10]3)[CH2:16][CH2:15][N:14]([CH2:17][c:18]3[cH:19][cH:20][cH:21][cH:22][cH:23]3)[CH2:13]2)[cH:31][cH:30]1. Starting materials: C=CC(=O)OC, O=C(Cl)c1ccccc1, CO, I. Product: COC(=O)C=Cc1ccccc1. Reaction SMILES: [C:10]([CH:11]=[CH2:12])(=[O:13])[O:14][CH3:15].[C:1]([c:2]1[cH:3][cH:4][cH:5][cH:6][cH:7]1)([Cl:8])=[O:9].[CH3:17][OH:18].[I:16]>>[CH:1]([c:2]1[cH:3][cH:4][cH:5][cH:6][cH:7]1)=[CH:11][C:10](=[O:13])[O:14][CH3:15]. Starting materials: CY, 3-nitro, [N+](=O)([O-])C1=CC=C2CCC=3C=CC=C1C32 (5-nitroacenaphthene), C (charcoal). Reagents/catalysts: [Pd] (Pd/C). Run in O1CCCC1 (tetrahydrofuran), C(C)(=O)O (acetic acid), C(Cl)Cl (methylene chloride). Conditions: time 2 hour. The product is NC1=CC=C2CCC=3C=CC=C1C32 (5-Aminoacenaphthene). RXN SMILES: [N+:1]([C:4]1[C:14]2[C:15]3[C:7]([CH2:8][CH2:9][C:10]=3[CH:11]=[CH:12][CH:13]=2)=[CH:6][CH:5]=1)([O-])=O.C>O1CCCC1.C(O)(=O)C.C(Cl)Cl.[Pd]>[NH2:1][C:4]1[C:14]2[C:15]3[C:7]([CH2:8][CH2:9][C:10]=3[CH:11]=[CH:12][CH:13]=2)=[CH:6][CH:5]=1. Reported procedure: 40 gms (Aldrich lot #CY 02301 HX, containing 15% of the 3-nitro isomer) of 5-nitroacenaphthene was dissolved in a mixture of tetrahydrofuran (150 ml) and acetic acid (25 ml.). To this solution was added 1.0 of 10% Pd/C and the mixture hydrogenated (40 psi) at room temperature. After 2 hours, the mixture was filtered through a bed of celite and the filtrate concentrated in vacuo to give a mixture of a solid which darkened (to purple) considerably on exposure to air. This material was redissolved ...